This data is from the Open Reaction Database (ORD), a public repository of structured organic reaction records. The task is: describe an organic reaction: reactants, conditions, products, and yield The reactants are B, O=C(CBr)c1ccccc1, CNC, CO, Cl, C1CCOC1. The product is OC(CBr)c1ccccc1. As a reaction SMILES: [BH3:14].[Br:1][CH2:2][C:3](=[O:4])[c:5]1[cH:6][cH:7][cH:8][cH:9][cH:10]1.[CH3:11][NH:12][CH3:13].[CH3:15][OH:16].[ClH:17].[O:18]1[CH2:19][CH2:20][CH2:21][CH2:22]1>>[Br:1][CH2:2][CH:3]([OH:4])[c:5]1[cH:6][cH:7][cH:8][cH:9][cH:10]1. Starting materials: FC1=CC=C(C=C1)C=1C(=CC(NC1C(F)(F)F)=O)C1=CC=C(C=C1)S(=O)(=O)C (5-(4-fluorophenyl)-4-[4-(methylsulfonyl)phenyl]-6-(trifluoromethyl)-2-oxo-pyridine), P(Br)(Br)(Br)(Br)Br (phosphorus pentabromide), [Br-].[K+] (potassium bromide), ClC1=C(C=CC=C1)Cl (1,2-dichlorobenzene), P(Br)(Br)(Br)(Br)Br (phosphorus pentabromide). The solvent is C(Cl)Cl (methylene chloride), O (water). Conditions: time 8 hour. The product is BrC1=NC(=C(C(=C1)C1=CC=C(C=C1)S(=O)(=O)C)C1=CC=C(C=C1)F)C(F)(F)F (2-Bromo-5-(4-fluorophenyl)-4-[4-(methylsulfonyl)phenyl]-6-(trifluoromethyl)pyridine). The yield is 37.2%. RXN SMILES: [F:1][C:2]1[CH:7]=[CH:6][C:5]([C:8]2[C:9]([C:19]3[CH:24]=[CH:23][C:22]([S:25]([CH3:28])(=[O:27])=[O:26])=[CH:21][CH:20]=3)=[CH:10][C:11](=O)[NH:12][C:13]=2[C:14]([F:17])([F:16])[F:15])=[CH:4][CH:3]=1.P(Br)(Br)(Br)(Br)[Br:30].[Br-].[K+].ClC1C=CC=CC=1Cl>C(Cl)Cl.O>[Br:30][C:11]1[CH:10]=[C:9]([C:19]2[CH:24]=[CH:23][C:22]([S:25]([CH3:28])(=[O:27])=[O:26])=[CH:21][CH:20]=2)[C:8]([C:5]2[CH:6]=[CH:7][C:2]([F:1])=[CH:3][CH:4]=2)=[C:13]([C:14]([F:17])([F:16])[F:15])[N:12]=1 |f:2.3|. Procedure: A mixture of 0.35 g of 5-(4-fluorophenyl)-4-[4-(methylsulfonyl)phenyl]-6-(trifluoromethyl)-2-oxo-pyridine (step 5 of Example 1), 3 g of phosphorus pentabromide, 0.3 g of potassium bromide and 10 mL of 1,2-dichlorobenzene was held at reflux for 2 hours. The reaction mixture was cooled. An addition 3.7 g of phosphorus pentabromide was added to the reaction mixture and the reaction mixture was held at 90° C. for 8 hours, and at 180°-190° C. for 2 days. The reaction mixture was cooled and stirred wi... The reactants are C12(CC3CC(CC(C1)C3)C2)N2C(NC(C2=O)(CC2=COC=C2)CC2=COC=C2)=O (3-adamantan-1-yl 5,5-bis-furan-3-ylmethyl-imidazolidine-2,4-dione), [H-].[Na+] (sodium hydride), CI (methyl iodide). The solvent is C1CCOC1 (THF). Reaction conditions: time 1.5 hour. Yields the product C12(CC3CC(CC(C1)C3)C2)N2C(N(C(C2=O)(CC2=COC=C2)CC2=COC=C2)C)=O (3-Adamantan-1-yl 5.5-bis-furan-3-ylmethyl-1-methyl-imidazolidine-2.4-dione). The yield is 100.9%. Reaction SMILES: [C:1]12([N:11]3[C:15](=[O:16])[C:14]([CH2:23][C:24]4[CH:28]=[CH:27][O:26][CH:25]=4)([CH2:17][C:18]4[CH:22]=[CH:21][O:20][CH:19]=4)[NH:13][C:12]3=[O:29])[CH2:10][CH:5]3[CH2:6][CH:7]([CH2:9][CH:3]([CH2:4]3)[CH2:2]1)[CH2:8]2.[H-].[Na+].[CH3:32]I>C1COCC1>[C:1]12([N:11]3[C:15](=[O:16])[C:14]([CH2:23][C:24]4[CH:28]=[CH:27][O:26][CH:25]=4)([CH2:17][C:18]4[CH:22]=[CH:21][O:20][CH:19]=4)[N:13]([CH3:32])[C:12]3=[O:29])[CH2:2][CH:3]3[CH2:4][CH:5]([CH2:6][CH:7]([CH2:9]3)[CH2:8]1)[CH2:10]2 |f:1.2|. Procedure details: Under a N2 atmosphere was combined 3-adamantan-1-yl 5,5-bis-furan-3-ylmethyl-imidazolidine-2,4-dione (0.100 g, 0.25 mmol) in 2 ml of dry THF. To this solution was added a 60% dispersion of sodium hydride (11.1 mg, 0.28 mmol) and the suspension was allowed to stir for 1.5 hours. To this reaction mixture was then added methyl iodide (32 μl, 0.508 mmol) and the reaction mixture was allowed to stir for 30 minutes and quenched with water and extracted with 2×30 ml of methylene chloride (CH2Cl2). The ... The reactants are ClC1=CC2=C(C(NS2)=O)C=C1 (6-chloro-benzo[d]isothiazol-3-one), C(C)(C)N=C=O (iso-propyl isocyanate), IR(CHCl3). The product is C(C)(C)NC(=O)N1SC2=C(C1=O)C=CC(=C2)Cl (6-Chloro-3-oxo-3H-benzo[d]isothiazole-2-carboxylic acid isopropylamide). As a reaction SMILES: [Cl:1][C:2]1[CH:11]=[CH:10][C:5]2[C:6](=[O:9])[NH:7][S:8][C:4]=2[CH:3]=1.[CH:12]([N:15]=[C:16]=[O:17])([CH3:14])[CH3:13]>>[CH:12]([NH:15][C:16]([N:7]1[C:6](=[O:9])[C:5]2[CH:10]=[CH:11][C:2]([Cl:1])=[CH:3][C:4]=2[S:8]1)=[O:17])([CH3:14])[CH3:13]. Procedure: Following the synthetic procedure of 6a as described in Example 1, compound 6v (98% yield) was synthesized from 6-chloro-benzo[d]isothiazol-3-one and iso-propyl isocyanate as a white solid. IR(CHCl3) 3294, 1712, 1533 cm−1; 1H-NMR (CDCl3) δ1.29 (d, J=6.8 Hz, 6H), 4.12 (hep, J=6.8 Hz, 1H), 7.38 (d, J=8.3 Hz, 1H), 7.58 (s, 1H), 7.92 (d, J=8.2 Hz, 1H), 8.65 (br s, 1H); ESIMS m/e 271 and 273 (M++1, 35Cl and 37Cl). The reactants are [Cl-].[Cl-].[Cl-].[Al+3] (aluminium trichloride), Cl (hydrochloric acid), OC1=CC(CC(C1)C=1C=C2CCCC2=CC1)=O (3-hydroxy-5-(5-indanyl)cyclohex-2-en-1-one), N1=CC=CC=C1 (pyridine), C(CC)(=O)Cl (propionyl chloride). The solvent is ClCCCl (1,2-dichloroethane), O (water), ClCCl (dichloromethane). Conditions: time 1 hour. Product: OC1=C(C(CC(C1)C=1C=C2CCCC2=CC1)=O)C(CC)=O (3-hydroxy-5-(5-indanyl)-2-propionylcyclohex-2-en-1-one). As a reaction SMILES: [OH:1][C:2]1[CH2:7][CH:6]([C:8]2[CH:9]=[C:10]3[C:14](=[CH:15][CH:16]=2)[CH2:13][CH2:12][CH2:11]3)[CH2:5][C:4](=[O:17])[CH:3]=1.N1C=CC=CC=1.[C:24](Cl)(=[O:27])[CH2:25][CH3:26].[Cl-].[Cl-].[Cl-].[Al+3].Cl>ClCCl.ClCCCl.O>[OH:17][C:4]1[CH2:5][CH:6]([C:8]2[CH:9]=[C:10]3[C:14](=[CH:15][CH:16]=2)[CH2:13][CH2:12][CH2:11]3)[CH2:7][C:2](=[O:1])[C:3]=1[C:24](=[O:27])[CH2:25][CH3:26] |f:3.4.5.6|. Procedure details: A mixture of 3-hydroxy-5-(5-indanyl)cyclohex-2-en-1-one (5.0 g; 22 mmole) in dichloromethane (100 ml) and pyridine (1.74 g; 22 mmole) was stirred at room temperature whilst propionyl chloride (1.92 g; 22 mmole) was added dropwise over a period of two minutes. Stirring was continued for 1 hour after which the organic solution was washed with water (2×100 ml), dried over anhydrous sodium sulphate, and the solvent was removed under reduced pressure using a rotary evaporator. The resulting brown oil... Yields the product [Na+].S(=O)(=O)(O)C1=C(C(=O)[O-])C=CC=C1 (2-Sulfobenzoic Acid Monosodium Salt). The reactants are C1=CC=C2C(=C1)C(=O)OS2(=O)=O (2-sulfobenzoic acid cyclic anhydride), [OH-].[Na+] (sodium hydroxide). Procedure: 20 g (108.6 mmoles) of 2-sulfobenzoic acid cyclic anhydride were added to a beaker containing 250 mL of water. After the reactant dissolved, 4.4 g (110 mmoles) of sodium hydroxide were added. After the water was removed, 22.9 g (94% of theory) of a white powder product, I-32, the title compound, were recovered. The solvent is O (water). Reaction SMILES: [CH:1]1[CH:6]=[C:5]2[C:7]([O:9][S:10](=[O:12])(=[O:11])[C:4]2=[CH:3][CH:2]=1)=[O:8].[OH-:13].[Na+:14]>O>[Na+:14].[S:10]([C:4]1[CH:3]=[CH:2][CH:1]=[CH:6][C:5]=1[C:7]([O-:13])=[O:8])([OH:9])(=[O:12])=[O:11] |f:1.2,4.5|. Reactants: c1ccc2c(c1)CCNC2, COc1cc2c(cc1OC)C(CO)N(CC(=O)NC1CCc3ccccc31)CC2. Product: COc1cc2c(cc1OC)C(CN1CCc3ccccc3C1)N(CC(=O)NC1CCc3ccccc31)CC2. Reaction SMILES: [CH2:30]1[NH:31][CH2:32][CH2:33][c:34]2[cH:35][cH:36][cH:37][cH:38][c:39]21.[OH:1][CH2:2][CH:3]1[N:4]([CH2:17][C:18](=[O:19])[NH:20][CH:21]2[CH2:22][CH2:23][c:24]3[cH:25][cH:26][cH:27][cH:28][c:29]32)[CH2:5][CH2:6][c:7]2[cH:8][c:9]([O:15][CH3:16])[c:10]([O:13][CH3:14])[cH:11][c:12]21>>[CH2:2]([CH:3]1[N:4]([CH2:17][C:18](=[O:19])[NH:20][CH:21]2[CH2:22][CH2:23][c:24]3[cH:25][cH:26][cH:27][cH:28][c:29]32)[CH2:5][CH2:6][c:7]2[cH:8][c:9]([O:15][CH3:16])[c:10]([O:13][CH3:14])[cH:11][c:12]21)[N:31]1[CH2:30][c:39]2[c:34]([cH:35][cH:36][cH:37][cH:38]2)[CH2:33][CH2:32]1. Starting materials: C1(CC1)CNC(=O)C=1N=C(N2C1CN(CC2)C(=O)OC(C)(C)C)C(F)(F)F (tert-butyl 1-(cyclopropylmethylc arb amoyl)-3-(trifluoromethyl)-6,8-dihydro-5H-imidazo[1,5-a]pyrazine-7-carboxylate), Cl (hydrogen chloride). The solvent is solution, O1CCOCC1 (1,4-dioxane). Run at time 12 hour. Yields the product Cl.C1(CC1)CNC(=O)C=1N=C(N2C1CNCC2)C(F)(F)F (N-(cyclopropylmethyl)-3-(trifluoromethyl)-5,6,7,8-tetrahydro imidazo[1,5-a]pyrazine-1-carboxamide hydrochloride). As a reaction SMILES: [CH:1]1([CH2:4][NH:5][C:6]([C:8]2[N:9]=[C:10]([C:24]([F:27])([F:26])[F:25])[N:11]3[CH2:16][CH2:15][N:14](C(OC(C)(C)C)=O)[CH2:13][C:12]=23)=[O:7])[CH2:3][CH2:2]1.[ClH:28]>O1CCOCC1>[ClH:28].[CH:1]1([CH2:4][NH:5][C:6]([C:8]2[N:9]=[C:10]([C:24]([F:25])([F:26])[F:27])[N:11]3[CH2:16][CH2:15][NH:14][CH2:13][C:12]=23)=[O:7])[CH2:3][CH2:2]1 |f:3.4|. Procedure details: Crude tert-butyl 1-(cyclopropylmethylcarbamoyl)-3-(trifluoromethyl)-6,8-dihydro-5H-imidazo[1,5-a]pyrazine-7-carboxylate 24a (300 mg, 0.77 mmol) was dissolved in 20 mL of a 2 M solution of hydrogen chloride in 1,4-dioxane. After stirring for 12 hours, the reaction mixture was concentrated under reduced pressure to obtain crude N-(cyclopropylmethyl)-3-(trifluoromethyl)-5,6,7,8-tetrahydro imidazo[1,5-a]pyrazine-1-carboxamide hydrochloride 24b (250 mg) as a light yellow oil. The product was used dir... Reactants: FC(C(=O)C1=C(C(=O)O)C=CC=C1)(F)F (2-(2,2,2-trifluoroacetyl)benzoic acid), O.NN (hydrazine hydrate). Solvent: CCO (EtOH). Product: FC(C1=NNC(C2=CC=CC=C12)=O)(F)F (4-(trifluoromethyl)phthalazin-1(2H)-one). Reaction SMILES: [F:1][C:2]([F:15])([F:14])[C:3]([C:5]1[CH:13]=[CH:12][CH:11]=[CH:10][C:6]=1[C:7](O)=[O:8])=O.O.[NH2:17][NH2:18]>CCO>[F:1][C:2]([F:15])([F:14])[C:3]1[C:5]2[C:6](=[CH:10][CH:11]=[CH:12][CH:13]=2)[C:7](=[O:8])[NH:18][N:17]=1 |f:1.2|. Procedure: A solution of 2-(2,2,2-trifluoroacetyl)benzoic acid (0.554 g, 2.54 mmol) and hydrazine hydrate (0.44 mL, 7.8 mmol) in EtOH (7.5 mL) was stirred at 80° C. overnight, concentrated, azeotroped with toluene, and dried in vacuo to give the crude title compound as a tan solid, which was used without purification). 1H NMR (300 MHz, DMSO-d6) δ 8.36 (dd, 1H), 7.91-8.10 (m, 3H).